This data is from the Open Reaction Database (ORD), a public repository of structured organic reaction records. The task is: describe an organic reaction: reactants, conditions, products, and yield Reactants: COc1cc(Br)ccc1-c1nnc(C)o1, C#C[Sn](CCCC)(CCCC)CCCC, C1CCOC1, c1ccc(P(c2ccccc2)(c2ccccc2)[Pd](P(c2ccccc2)(c2ccccc2)c2ccccc2)(P(c2ccccc2)(c2ccccc2)c2ccccc2)P(c2ccccc2)(c2ccccc2)c2ccccc2)cc1. Product: C#Cc1ccc(-c2nnc(C)o2)c(OC)c1. As a reaction SMILES: [Br:16][c:17]1[cH:18][c:19]([O:29][CH3:30])[c:20](-[c:23]2[o:24][c:25]([CH3:28])[n:26][n:27]2)[cH:21][cH:22]1.[C:1](#[CH:2])[Sn:3]([CH2:4][CH2:5][CH2:6][CH3:7])([CH2:8][CH2:9][CH2:10][CH3:11])[CH2:12][CH2:13][CH2:14][CH3:15].[CH2:31]1[O:32][CH2:33][CH2:34][CH2:35]1.[cH:36]1[cH:37][cH:38][c:39]([P:40]([Pd:41]([P:42]([c:43]2[cH:44][cH:45][cH:46][cH:47][cH:48]2)([c:49]2[cH:50][cH:51][cH:52][cH:53][cH:54]2)[c:55]2[cH:56][cH:57][cH:58][cH:59][cH:60]2)([P:61]([c:62]2[cH:63][cH:64][cH:65][cH:66][cH:67]2)([c:68]2[cH:69][cH:70][cH:71][cH:72][cH:73]2)[c:74]2[cH:75][cH:76][cH:77][cH:78][cH:79]2)[P:80]([c:81]2[cH:82][cH:83][cH:84][cH:85][cH:86]2)([c:87]2[cH:88][cH:89][cH:90][cH:91][cH:92]2)[c:93]2[cH:94][cH:95][cH:96][cH:97][cH:98]2)([c:99]2[cH:100][cH:101][cH:102][cH:103][cH:104]2)[c:105]2[cH:106][cH:107][cH:108][cH:109][cH:110]2)[cH:111][cH:112]1>>[C:1](#[CH:2])[c:17]1[cH:18][c:19]([O:29][CH3:30])[c:20](-[c:23]2[o:24][c:25]([CH3:28])[n:26][n:27]2)[cH:21][cH:22]1. The reactants are FC=1C=C(C=CC1)S(=O)(=O)C=1C=NC2=C(C=CC=C2C1)I (3-(3-fluorophenylsulfonyl)-8-iodoquinoline), C(C1=CC=CC=C1)N1[C@H]2[C@@H](CC1)CNC2 ((3aS,6aS)-1-benzyloctahydropyrrolo[3,4-b]pyrrole). Yields the product C(C1=CC=CC=C1)N1[C@H]2[C@@H](CC1)CN(C2)C=2C=CC=C1C=C(C=NC21)S(=O)(=O)C2=CC(=CC=C2)F (8-((3aS,6aS)-1-benzylhexahydropyrrolo[3,4-b]pyrrol-5(1H)-yl)-3-(3-fluorophenylsulfonyl)quinoline). Reaction SMILES: [F:1][C:2]1[CH:3]=[C:4]([S:8]([C:11]2[CH:12]=[N:13][C:14]3[C:19]([CH:20]=2)=[CH:18][CH:17]=[CH:16][C:15]=3I)(=[O:10])=[O:9])[CH:5]=[CH:6][CH:7]=1.[CH2:22]([N:29]1[CH2:33][CH2:32][C@H:31]2[CH2:34][NH:35][CH2:36][C@@H:30]12)[C:23]1[CH:28]=[CH:27][CH:26]=[CH:25][CH:24]=1>>[CH2:22]([N:29]1[CH2:33][CH2:32][C@H:31]2[CH2:34][N:35]([C:15]3[CH:16]=[CH:17][CH:18]=[C:19]4[C:14]=3[N:13]=[CH:12][C:11]([S:8]([C:4]3[CH:5]=[CH:6][CH:7]=[C:2]([F:1])[CH:3]=3)(=[O:10])=[O:9])=[CH:20]4)[CH2:36][C@@H:30]12)[C:23]1[CH:28]=[CH:27][CH:26]=[CH:25][CH:24]=1. Procedure: 0.157 g of 8-((3aS,6aS)-1-benzylhexahydropyrrolo[3,4-b]pyrrol-5(1H)-yl)-3-(3-fluorophenylsulfonyl)quinoline were prepared by analogy to the method of Example 27 by coupling of 3-(3-fluorophenylsulfonyl)-8-iodoquinoline with (3aS,6aS)-1-benzyloctahydropyrrolo[3,4-b]pyrrole Starting materials: [NH3+]CCCCCCCCCCCCCc1ccccc1, Cc1ccccc1, [Cl-], [F-], [K+], N#Cc1c(Cl)cccc1[N+](=O)[O-], O. Yields the product N#Cc1c(F)cccc1Cl. Reaction SMILES: [CH2:4]([CH2:5][CH2:6][CH2:7][CH2:8][CH2:9][CH2:10][CH2:11][CH2:12][CH2:13][CH2:14][CH2:15][CH2:16][NH3+:17])[c:18]1[cH:19][cH:20][cH:21][cH:22][cH:23]1.[CH3:37][c:38]1[cH:39][cH:40][cH:41][cH:42][cH:43]1.[Cl-:3].[F-:1].[K+:2].[N+:24]([O-:25])(=[O:26])[c:27]1[c:28]([C:29]#[N:30])[c:31]([Cl:35])[cH:32][cH:33][cH:34]1.[OH2:36]>>[F:1][c:27]1[c:28]([C:29]#[N:30])[c:31]([Cl:35])[cH:32][cH:33][cH:34]1. The product is Cc1nn(C(C)C)c(Sc2cc(Cl)cc(Cl)c2)c1Cc1ccncc1. Starting materials: Cc1nn(C(C)C)c(Sc2cc(Cl)cc(Cl)c2)c1C(O)c1ccncc1, [Na+], IP(I)(I)I, O=S([O-])O, c1ccccc1. As a reaction SMILES: [Cl:6][c:7]1[cH:8][c:9]([S:14][c:15]2[c:16]([CH:24]([c:25]3[cH:26][cH:27][n:28][cH:29][cH:30]3)[OH:31])[c:17]([CH3:23])[n:18][n:19]2[CH:20]([CH3:21])[CH3:22])[cH:10][c:11]([Cl:13])[cH:12]1.[Na+:36].[P:1]([I:2])([I:3])([I:4])[I:5].[S:32](=[O:33])([OH:34])[O-:35].[cH:37]1[cH:38][cH:39][cH:40][cH:41][cH:42]1>>[Cl:6][c:7]1[cH:8][c:9]([S:14][c:15]2[c:16]([CH2:24][c:25]3[cH:26][cH:27][n:28][cH:29][cH:30]3)[c:17]([CH3:23])[n:18][n:19]2[CH:20]([CH3:21])[CH3:22])[cH:10][c:11]([Cl:13])[cH:12]1. Reactants: CCOC(=O)C1(COc2ccc(-c3ccc(F)cc3)cc2)CCN(C(=O)c2ccc(F)cc2)C1, Cl. Product: CCOC(=O)C1(COc2ccc(-c3ccc(F)cc3)cc2)CCNC1. RXN SMILES: [CH2:2]([CH3:3])[O:4][C:5](=[O:6])[C:7]1([CH2:21][O:22][c:23]2[cH:24][cH:25][c:26](-[c:29]3[cH:30][cH:31][c:32]([F:35])[cH:33][cH:34]3)[cH:27][cH:28]2)[CH2:8][N:9]([C:12](=[O:13])[c:14]2[cH:15][cH:16][c:17]([F:18])[cH:19][cH:20]2)[CH2:10][CH2:11]1.[ClH:1]>>[CH2:2]([CH3:3])[O:4][C:5](=[O:6])[C:7]1([CH2:21][O:22][c:23]2[cH:24][cH:25][c:26](-[c:29]3[cH:30][cH:31][c:32]([F:35])[cH:33][cH:34]3)[cH:27][cH:28]2)[CH2:8][NH:9][CH2:10][CH2:11]1.